From a dataset of the Open Reaction Database (ORD), a public repository of structured organic reaction records. describe an organic reaction: reactants, conditions, products, and yield The reactants are C(C1=CC=CC=C1)OCN1C(=C(C=2N=C(N=C(C21)N)CCCC)C#CCCCN2CCN(CC2)C(C)C)C (5-((Benzyloxy)methyl)-2-butyl-7-(5-(4-isopropylpiperazin-1-yl)pent-1-yn-1-yl)-6-methyl-5H-pyrrolo[3,2-d]pyrimidin-4-amine), C(C1=CC=CC=C1)OCN1C(=C(C=2N=C(N=C(C21)N)CCCC)I)C (5-((benzyloxy)methyl)-2-butyl-7-iodo-6-methyl-5H-pyrrolo[3,2-d]pyrimidin-4-amine), C(C)N1CCN(CC1)CCCC#C (1-ethyl-4-(pent-4-yn-1-yl)piperazine). Yields the product C(C1=CC=CC=C1)OCN1C(=C(C=2N=C(N=C(C21)N)CCCC)C#CCCCN2CCN(CC2)CC)C (5-((Benzyloxy)methyl)-2-butyl-7-(5-(4-ethylpiperazin-1-yl)pent-1-yn-1-yl)-6-methyl-5H-pyrrolo[3,2-d]pyrimidin-4-amine). RXN SMILES: [CH2:1]([O:8][CH2:9][N:10]1[C:18]2[C:17]([NH2:19])=[N:16][C:15]([CH2:20][CH2:21][CH2:22][CH3:23])=[N:14][C:13]=2[C:12]([C:24]#[C:25][CH2:26][CH2:27][CH2:28][N:29]2[CH2:34][CH2:33][N:32]([CH:35](C)[CH3:36])[CH2:31][CH2:30]2)=[C:11]1[CH3:38])[C:2]1[CH:7]=[CH:6][CH:5]=[CH:4][CH:3]=1.C(OCN1C2C(N)=NC(CCCC)=NC=2C(I)=C1C)C1C=CC=CC=1.C(N1CCN(CCCC#C)CC1)C>>[CH2:1]([O:8][CH2:9][N:10]1[C:18]2[C:17]([NH2:19])=[N:16][C:15]([CH2:20][CH2:21][CH2:22][CH3:23])=[N:14][C:13]=2[C:12]([C:24]#[C:25][CH2:26][CH2:27][CH2:28][N:29]2[CH2:30][CH2:31][N:32]([CH2:35][CH3:36])[CH2:33][CH2:34]2)=[C:11]1[CH3:38])[C:2]1[CH:7]=[CH:6][CH:5]=[CH:4][CH:3]=1. Procedure details: Prepared similarly to Intermediate 17 from 5-((benzyloxy)methyl)-2-butyl-7-iodo-6-methyl-5H-pyrrolo[3,2-d]pyrimidin-4-amine and 1-ethyl-4-(pent-4-yn-1-yl)piperazine (Bioorg. Med. Chem. Lett. 2011, 21(6), 1601; WO2006/105372). Reactants: OC1CCCN(C2=C1C=CC=C2)C(C2=CC=C(C=C2)NC(C2=C(C=CC=C2)C)=O)=O (5-Hydroxy-1-[4-(2-methylbenzoylamino)benzoyl]-2,3,4,5-tetrahydro-1H-benzazepine), CS(=O)(=O)Cl (methanesulfonyl chloride). The solvent is ClCCl (dichloromethane), N1=CC=CC=C1 (pyridine). Run at time 3 day. Product: ClC1CCCN(C2=C1C=CC=C2)C(C2=CC=C(C=C2)NC(C2=C(C=CC=C2)C)=O)=O (5-chloro-1-[4-(2-methylbenzoylamino)benzoyl]-2,3,4,5-tetrahydro-1H-benzazepine). Reaction SMILES: O[CH:2]1[C:8]2[CH:9]=[CH:10][CH:11]=[CH:12][C:7]=2[N:6]([C:13](=[O:30])[C:14]2[CH:19]=[CH:18][C:17]([NH:20][C:21](=[O:29])[C:22]3[CH:27]=[CH:26][CH:25]=[CH:24][C:23]=3[CH3:28])=[CH:16][CH:15]=2)[CH2:5][CH2:4][CH2:3]1.CS([Cl:35])(=O)=O>ClCCl.N1C=CC=CC=1>[Cl:35][CH:2]1[C:8]2[CH:9]=[CH:10][CH:11]=[CH:12][C:7]=2[N:6]([C:13](=[O:30])[C:14]2[CH:19]=[CH:18][C:17]([NH:20][C:21](=[O:29])[C:22]3[CH:27]=[CH:26][CH:25]=[CH:24][C:23]=3[CH3:28])=[CH:16][CH:15]=2)[CH2:5][CH2:4][CH2:3]1. Reported procedure: 5-Hydroxy-1-[4-(2-methylbenzoylamino)benzoyl]-2,3,4,5-tetrahydro-1H-benzazepine (3.57 g) is dissolved in dichloromethane (30 ml) and pyridine (1.1 ml), and thereto is added dropwise methanesulfonyl chloride (0.9 ml) in small portions at 0° C. Then, the mixture is stirred at room temperature for 3 days. The solvent is distilled off and the resulting residue is poured into ice-water. The precipitated crystal is collected by filtration, washed with water, and dried to give 5-chloro-1-[4-(2-methylbe... Product: C1(=CC(=CC=C1)CN[C@H]1CCCC2=CC=CC=C12)C1=CC=CC=C1 (N-([1,1′-biphenyl]-3-ylmethyl)-N-[(1S)-1,2,3,4-tetrahydro-1-naphthalenyl]amine). Procedure: [1,1′-Biphenyl]-3-carbaldehyde and (1S)-1,2,3,4-tetrahydro-1-naphthalenylamine were processed as described in Example 1A to provide the title compound. Reactants: C1(=CC(=CC=C1)C=O)C1=CC=CC=C1 ([1,1′-Biphenyl]-3-carbaldehyde), [C@@H]1(CCCC2=CC=CC=C12)N ((1S)-1,2,3,4-tetrahydro-1-naphthalenylamine). RXN SMILES: [C:1]1([C:9]2[CH:14]=[CH:13][CH:12]=[CH:11][CH:10]=2)[CH:6]=[CH:5][CH:4]=[C:3]([CH:7]=O)[CH:2]=1.[C@@H:15]1([NH2:25])[C:24]2[C:19](=[CH:20][CH:21]=[CH:22][CH:23]=2)[CH2:18][CH2:17][CH2:16]1>>[C:1]1([C:9]2[CH:14]=[CH:13][CH:12]=[CH:11][CH:10]=2)[CH:6]=[CH:5][CH:4]=[C:3]([CH2:7][NH:25][C@@H:15]2[C:24]3[C:19](=[CH:20][CH:21]=[CH:22][CH:23]=3)[CH2:18][CH2:17][CH2:16]2)[CH:2]=1. The reactants are [H-].[Na+] (Sodium hydride), C(C1=CC=CC=C1)OC(N[C@H](CNC1=NC=C(C=C1F)C(F)(F)F)[C@H](CC)F)=O (benzyl[(2R,3S)-3-fluoro-1-{[3-fluoro-5-(trifluoromethyl)pyridin-2-yl]amino}pentan-2-yl]carbamate), O (Water). The solvent is C1CCOC1 (THF). Run at time 6 hour. The product is F[C@@H](CC)[C@@H]1NC(N(C1)C1=NC=C(C=C1F)C(F)(F)F)=O ((4R)-4-[(1S)-1-Fluoropropyl]-1-[3-fluoro-5-(trifluoromethyl)pyridin-2-yl]imidazolidin-2-one). Isolated yield 98.0%. RXN SMILES: [H-].[Na+].C([O:10][C:11](=O)[NH:12][C@@H:13]([C@@H:27]([F:30])[CH2:28][CH3:29])[CH2:14][NH:15][C:16]1[C:21]([F:22])=[CH:20][C:19]([C:23]([F:26])([F:25])[F:24])=[CH:18][N:17]=1)C1C=CC=CC=1.O>C1COCC1>[F:30][C@H:27]([C@H:13]1[CH2:14][N:15]([C:16]2[C:21]([F:22])=[CH:20][C:19]([C:23]([F:26])([F:25])[F:24])=[CH:18][N:17]=2)[C:11](=[O:10])[NH:12]1)[CH2:28][CH3:29] |f:0.1|. Reported procedure: Sodium hydride (about 60%, 546 mg) was added to a solution of benzyl[(2R,3S)-3-fluoro-1-{[3-fluoro-5-(trifluoromethyl)pyridin-2-yl]amino}pentan-2-yl]carbamate (2.85 g) in THF (35 mL), and the mixture was stirred at room temperature for 6 hr. Water was added to the reaction mixture, the resulting mixture was extracted with ethyl acetate, and the organic layer was washed with brine. The solvent was distilled off under reduced pressure, and the residue was purified by column chromatography (silica ...